This data is from the Open Reaction Database (ORD), a public repository of structured organic reaction records. The task is: describe an organic reaction: reactants, conditions, products, and yield Reactants: C(C)OC(=O)NC1=C(C#N)C=C(C=C1)[N+](=O)[O-] (2-(ethoxycarbonylarnino)-5-nitrobenzonitrile), BrCC(=O)C1=CC(=CC=C1)C (2-bromo-3′-methylacetophenone). Run in C(C)(=O)OCC (ethyl acetate), hexanes. Product: NC1=C(N(C2=CC=C(C=C12)[N+](=O)[O-])C(=O)OCC)C(C1=CC(=CC=C1)C)=O (3-Amino-1-(ethoxycarbonyl)-2-(3-methylbenzoyl)-5-nitroindole). Reaction SMILES: [CH2:1]([O:3][C:4]([NH:6][C:7]1[CH:14]=[CH:13][C:12]([N+:15]([O-:17])=[O:16])=[CH:11][C:8]=1[C:9]#[N:10])=[O:5])[CH3:2].Br[CH2:19][C:20]([C:22]1[CH:27]=[CH:26][CH:25]=[C:24]([CH3:28])[CH:23]=1)=[O:21]>C(OCC)(=O)C>[NH2:10][C:9]1[C:8]2[C:7](=[CH:14][CH:13]=[C:12]([N+:15]([O-:17])=[O:16])[CH:11]=2)[N:6]([C:4]([O:3][CH2:1][CH3:2])=[O:5])[C:19]=1[C:20](=[O:21])[C:22]1[CH:27]=[CH:26][CH:25]=[C:24]([CH3:28])[CH:23]=1. Reported procedure: The title compound was prepared according to the procedure described in step 2 of Example 1 from 2-(ethoxycarbonylarnino)-5-nitrobenzonitrile (Example 96, step 1) and 2-bromo-3′-methylacetophenone. tlc: Rf=0.6 (33% ethyl acetate in hexanes) Reactants: ClC(CC(CCC(C)(C)Cl)(C)C)(Cl)Cl (1,1,1,6-tetrachloro-3,3,6-trimethylheptane), [OH-].[Na+] (sodium hydroxide). The solvent is ClCCl (dichloromethane), ClCCl (dichloromethane). The product is ClC#CC(CCC(C)(C)Cl)(C)C (1,6-dichloro-3,3,6-trimethyl-1-heptyne), crude product. As a reaction SMILES: [Cl:1][C:2](Cl)(Cl)[CH2:3][C:4]([CH3:12])([CH3:11])[CH2:5][CH2:6][C:7]([Cl:10])([CH3:9])[CH3:8].[OH-].[Na+]>ClCCl>[Cl:1][C:2]#[C:3][C:4]([CH3:12])([CH3:11])[CH2:5][CH2:6][C:7]([Cl:10])([CH3:8])[CH3:9] |f:1.2|. Procedure details: 1.68 g of 1,1,1,6-tetrachloro-3,3,6-trimethylheptane is combined in 4 ml of dichloromethane with 10 ml of 40% aqueous sodium hydroxide solution and 0.52 g of "Aliquat" 336, and heated under reflux for 17 hours. Then the reaction mixture is allowed to cool, combined with 20 ml of dichloromethane, the organic phase is separated, washed with water, and dried over calcium chloride. The solution is then concentrated under vacuum, yielding 1,6-dichloro-3,3,6-trimethyl-1-heptyne as an oily crude produc... The reactants are N#Cc1ccc(C=O)cc1, C1COCCN1, Nc1c2c(nc3ccccc13)CCCC2, Cc1ccccc1. Yields the product N#Cc1ccc(C=Nc2c3c(nc4ccccc24)CCCC3)cc1. RXN SMILES: [C:22](#[N:23])[c:24]1[cH:25][cH:26][c:27]([CH:28]=[O:29])[cH:30][cH:31]1.[CH2:16]1[NH:17][CH2:18][CH2:19][O:20][CH2:21]1.[CH2:1]1[CH2:2][CH2:3][CH2:4][c:5]2[n:6][c:7]3[cH:8][cH:9][cH:10][cH:11][c:12]3[c:13]([NH2:15])[c:14]21.[CH3:32][c:33]1[cH:34][cH:35][cH:36][cH:37][cH:38]1>>[CH2:1]1[CH2:2][CH2:3][CH2:4][c:5]2[n:6][c:7]3[cH:8][cH:9][cH:10][cH:11][c:12]3[c:13]([N:15]=[CH:28][c:27]3[cH:26][cH:25][c:24]([C:22]#[N:23])[cH:31][cH:30]3)[c:14]21. The reactants are O, CC(C)C1N(C(=O)OCc2ccccc2)CCC1(C)O. Yields the product CC(C)C1NCCC1(C)O. RXN SMILES: [OH2:21].[OH:1][C:2]1([CH3:20])[CH:3]([CH:17]([CH3:18])[CH3:19])[N:4]([C:7]([O:8][CH2:9][c:10]2[cH:11][cH:12][cH:13][cH:14][cH:15]2)=[O:16])[CH2:5][CH2:6]1>>[OH:1][C:2]1([CH3:20])[CH:3]([CH:17]([CH3:18])[CH3:19])[NH:4][CH2:5][CH2:6]1. Reactants: C(OC)COC.O (dimethoxyethane water), BrC1=CN=C2N1N=C(C=C2)NCCCC (3-bromo-N-butylimidazo[1,2-b]pyridazin-6-amine), NCC1=CC=C(C=C1)B(O)O ((4-(aminomethyl)phenyl)boronic acid), P(=O)([O-])([O-])[O-].[K+].[K+].[K+] (tripotassium phosphate). The reagents and catalysts are C1=CC=C(C=C1)P([C-]2C=CC=C2)C3=CC=CC=C3.C1=CC=C(C=C1)P([C-]2C=CC=C2)C3=CC=CC=C3.Cl[Pd]Cl.[Fe+2] ([1,1′-bis(diphenylphosphino)ferrocene]dichloropalladium(II)). Run at temperature 160 celsius. Yields the product C(C)(=O)O.NCC1=CC=C(C=C1)C1=CN=C2N1N=C(C=C2)NCCCC (3-(4-(aminomethyl)phenyl)-N-butylimidazo[1,2-b]pyridazin-6-amine mono acetic acid salt). Isolated yield 10.0%. As a reaction SMILES: Br[C:2]1[N:6]2[N:7]=[C:8]([NH:11][CH2:12][CH2:13][CH2:14][CH3:15])[CH:9]=[CH:10][C:5]2=[N:4][CH:3]=1.[NH2:16][CH2:17][C:18]1[CH:23]=[CH:22][C:21](B(O)[OH:25])=[CH:20][CH:19]=1.P([O-])([O-])([O-])=O.[K+].[K+].[K+].[CH2:35]([CH2:38][O:39]C)OC.O>C1C=CC(P(C2C=CC=CC=2)[C-]2C=CC=C2)=CC=1.C1C=CC(P(C2C=CC=CC=2)[C-]2C=CC=C2)=CC=1.Cl[Pd]Cl.[Fe+2]>[C:38]([OH:39])(=[O:25])[CH3:35].[NH2:16][CH2:17][C:18]1[CH:23]=[CH:22][C:21]([C:2]2[N:6]3[N:7]=[C:8]([NH:11][CH2:12][CH2:13][CH2:14][CH3:15])[CH:9]=[CH:10][C:5]3=[N:4][CH:3]=2)=[CH:20][CH:19]=1 |f:2.3.4.5,6.7,8.9.10.11,12.13|. Reported procedure: To a mixture of 3-bromo-N-butylimidazo[1,2-b]pyridazin-6-amine (190 mg, 0.71 mmol), (4-(aminomethyl)phenyl)boronic acid (331 mg, 1.76 mmol), [1,1′-bis(diphenylphosphino)ferrocene]dichloropalladium(II) (26 mg, 0.036 mmol) and tripotassium phosphate (452 mg, 2.13 mmol) was added 1:1 dimethoxyethane/water (10 mL). The resulting mixture was heated at 160° C. (microwave) for 6 min. The reaction was then filtered and diluted with a mixture of 1:1:1 methanol/water/acetonitrile, and then filtered again.... Reactants: CCCCCCCCCCOc1cc(OCCCCCCCCCC)cc(N(CC(=O)O)CC(=O)O)c1, ClCCl, C(=NC1CCCCC1)=NC1CCCCC1. Yields the product CCCCCCCCCCOc1cc(OCCCCCCCCCC)cc(N2CC(=O)OC(=O)C2)c1. As a reaction SMILES: [C:1](=[O:2])([OH:3])[CH2:4][N:5]([CH2:6][C:7](=[O:8])[OH:9])[c:10]1[cH:11][c:12]([O:27][CH2:28][CH2:29][CH2:30][CH2:31][CH2:32][CH2:33][CH2:34][CH2:35][CH2:36][CH3:37])[cH:13][c:14]([O:16][CH2:17][CH2:18][CH2:19][CH2:20][CH2:21][CH2:22][CH2:23][CH2:24][CH2:25][CH3:26])[cH:15]1.[CH2:53]([Cl:54])[Cl:55].[CH:38]1([N:39]=[C:40]=[N:41][CH:42]2[CH2:43][CH2:44][CH2:45][CH2:46][CH2:47]2)[CH2:48][CH2:49][CH2:50][CH2:51][CH2:52]1>>[C:1]1(=[O:2])[CH2:4][N:5]([c:10]2[cH:11][c:12]([O:27][CH2:28][CH2:29][CH2:30][CH2:31][CH2:32][CH2:33][CH2:34][CH2:35][CH2:36][CH3:37])[cH:13][c:14]([O:16][CH2:17][CH2:18][CH2:19][CH2:20][CH2:21][CH2:22][CH2:23][CH2:24][CH2:25][CH3:26])[cH:15]2)[CH2:6][C:7](=[O:9])[O:8]1.